From a dataset of the Open Reaction Database (ORD), a public repository of structured organic reaction records. describe an organic reaction: reactants, conditions, products, and yield Starting materials: CCO, COCCOc1cccc(F)c1[N+](=O)[O-], [H][H]. Yields the product COCCOc1cccc(F)c1N. RXN SMILES: [CH3:18][CH2:19][OH:20].[F:1][c:2]1[c:3]([N+:13]([O-:14])=[O:15])[c:4]([O:8][CH2:9][CH2:10][O:11][CH3:12])[cH:5][cH:6][cH:7]1.[H:16][H:17]>>[F:1][c:2]1[c:3]([NH2:13])[c:4]([O:8][CH2:9][CH2:10][O:11][CH3:12])[cH:5][cH:6][cH:7]1. The reactants are C(C)(C)(C)C1CCC2(CC(CO2)O)CC1 (8-t-butyl-3-hydroxy-1-oxaspiro(4,5)decane), [H-].[Na+] (sodium hydride), C1(=CC=C(C=C1)S(=O)(=O)Cl)C (p-Toluenesulfonylchloride). Run in C1CCOC1 (THF), C1CCOC1 (THF). Run at time 3 hour. Yields the product C(C)(C)(C)C1CCC2(CC(CO2)OS(=O)(=O)C2=CC=C(C=C2)C)CC1 (8-t-butyl-3-(p-toluenesulfonyloxy)-1-oxaspiro-(4,5)decane). The yield is 99.6%. Reaction SMILES: [C:1]([CH:5]1[CH2:15][CH2:14][C:8]2([O:12][CH2:11][CH:10]([OH:13])[CH2:9]2)[CH2:7][CH2:6]1)([CH3:4])([CH3:3])[CH3:2].[H-].[Na+].[C:18]1([CH3:28])[CH:23]=[CH:22][C:21]([S:24](Cl)(=[O:26])=[O:25])=[CH:20][CH:19]=1>C1COCC1>[C:1]([CH:5]1[CH2:15][CH2:14][C:8]2([O:12][CH2:11][CH:10]([O:13][S:24]([C:21]3[CH:22]=[CH:23][C:18]([CH3:28])=[CH:19][CH:20]=3)(=[O:26])=[O:25])[CH2:9]2)[CH2:7][CH2:6]1)([CH3:4])([CH3:2])[CH3:3] |f:1.2|. Reported procedure: To a solution of 8-t-butyl-3-hydroxy-1-oxaspiro(4,5)decane (4.24 g, 20 mmol) in THF (50 ml) was added sodium hydride (0.72 g, 24 mmol, 80% in mineral oil) and the mixture was heated to reflux for 3 hours. p-Toluenesulfonylchloride (4.56 g, 24 mmol) in THF (10 ml) was then added and heating was continued for another 3 hours. The solvent was evaporated, toluene and water were added (50 ml, each) and the phases were separated. A pale yellow oil (7.3 g) was isolated from the organic layer which was ... The reactants are OCC1=CC=C(S1)C(CNC(OC(C)(C)C)=O)C(=O)NC=1C=C2C=CN=CC2=CC1 (tert-butyl 2-(5-(hydroxymethyl)thiophen-2-yl)-3-(isoquinolin-6-ylamino)-3-oxopropylcarbamate), Cl.O1CCOCC1 (HCl dioxane). Solvent: C(Cl)Cl (CH2Cl2). Run at time 4 hour. Product: Cl.Cl.NCC(C(=O)NC=1C=C2C=CN=CC2=CC1)C=1SC(=CC1)CO (3-amino-2-(5-(hydroxymethyl)thiophen-2-yl)-N-(isoquinolin-6-yl)propanamide dihydrochloride). As a reaction SMILES: [OH:1][CH2:2][C:3]1[S:7][C:6]([CH:8]([C:18]([NH:20][C:21]2[CH:22]=[C:23]3[C:28](=[CH:29][CH:30]=2)[CH:27]=[N:26][CH:25]=[CH:24]3)=[O:19])[CH2:9][NH:10]C(=O)OC(C)(C)C)=[CH:5][CH:4]=1.[ClH:31].O1CCOCC1>C(Cl)Cl>[ClH:31].[ClH:31].[NH2:10][CH2:9][CH:8]([C:6]1[S:7][C:3]([CH2:2][OH:1])=[CH:4][CH:5]=1)[C:18]([NH:20][C:21]1[CH:22]=[C:23]2[C:28](=[CH:29][CH:30]=1)[CH:27]=[N:26][CH:25]=[CH:24]2)=[O:19] |f:1.2,4.5.6|. Procedure: To a solution of tert-butyl 2-(5-(hydroxymethyl)thiophen-2-yl)-3-(isoquinolin-6-ylamino)-3-oxopropylcarbamate (E238) in CH2Cl2 was added 4 N HCl-dioxane and the solution was stirred for 4 h. The solvents were evaporated to give 3-amino-2-(5-(hydroxymethyl)thiophen-2-yl)-N-(isoquinolin-6-yl)propanamide dihydrochloride (E239). Starting materials: O=C(Br)CBr, CCOC(C)=O, CCN(C(C)C)C(C)C, COc1ccccc1CCC(=O)NCC(N)Cc1c[nH]c2ccccc12, C1CCOC1. The product is COc1ccccc1CCC(=O)NCC(Cc1c[nH]c2ccccc12)NC(=O)CBr. RXN SMILES: [Br:36][CH2:37][C:38](=[O:39])[Br:40].[CH3:41][CH2:42][O:43][C:44](=[O:45])[CH3:46].[CH:27]([N:28]([CH:29]([CH3:30])[CH3:31])[CH2:32][CH3:33])([CH3:34])[CH3:35].[NH2:1][CH:2]([CH2:3][NH:4][C:5]([CH2:6][CH2:7][c:8]1[c:9]([O:14][CH3:15])[cH:10][cH:11][cH:12][cH:13]1)=[O:16])[CH2:17][c:18]1[cH:19][nH:20][c:21]2[cH:22][cH:23][cH:24][cH:25][c:26]12.[O:47]1[CH2:48][CH2:49][CH2:50][CH2:51]1>>[NH:1]([CH:2]([CH2:3][NH:4][C:5]([CH2:6][CH2:7][c:8]1[c:9]([O:14][CH3:15])[cH:10][cH:11][cH:12][cH:13]1)=[O:16])[CH2:17][c:18]1[cH:19][nH:20][c:21]2[cH:22][cH:23][cH:24][cH:25][c:26]12)[C:38]([CH2:37][Br:36])=[O:39]. Starting materials: C(C)OC(C(CCC(C)C)(C1NCCC1)C)=O (2,5-dimethyl-2-pyrrolidin-2-yl-hexanoic acid ethyl ester), CS(=O)(=O)NC1=CC2=C(NC(=NS2(=O)=O)CC(=O)O)C=C1 ((7-methanesulfonylamino-1,1-dioxo-1,4-dihydro-1λ6-benzo[1,2,4]thiadiazin-3-yl)-acetic acid), Cl.CN(CCCN=C=NCC)C (1-(3-dimethylaminopropyl)-3-ethylcarbodiimide hydrochloride), CN1CCOCC1 (N-methylmorpholine), oil, [H-].[Na+] (sodium hydride), Cl (hydrochloride). Run in CN(C=O)C (N,N-dimethylformamide). Reaction conditions: temperature 25 celsius, time 1 hour. The product is OC1=C(C(N2CCCC2C1(CCC(C)C)C)=O)C1=NS(C2=C(N1)C=CC(=C2)NS(=O)(=O)C)(=O)=O (N-{3-[7-Hydroxy-8-methyl-8-(3-methyl-butyl)-5-oxo-1,2,3,5,8,8a-hexahydro-indolizin-6-yl]-1,1-dioxo-1,4-dihydro-1λ6-benzo[1,2,4]thiadiazin-7-yl}-methanesulfonamide). Reaction SMILES: C(O[C:4](=[O:17])[C:5]([CH3:16])([CH:11]1[CH2:15][CH2:14][CH2:13][NH:12]1)[CH2:6][CH2:7][CH:8]([CH3:10])[CH3:9])C.[CH3:18][S:19]([NH:22][C:23]1[CH:38]=[CH:37][C:26]2[NH:27][C:28]([CH2:33][C:34](O)=[O:35])=[N:29][S:30](=[O:32])(=[O:31])[C:25]=2[CH:24]=1)(=[O:21])=[O:20].Cl.CN(C)CCCN=C=NCC.CN1CCOCC1.[H-].[Na+].Cl>CN(C)C=O>[OH:17][C:4]1[C:5]([CH3:16])([CH2:6][CH2:7][CH:8]([CH3:9])[CH3:10])[CH:11]2[N:12]([CH2:13][CH2:14][CH2:15]2)[C:34](=[O:35])[C:33]=1[C:28]1[NH:27][C:26]2[CH:37]=[CH:38][C:23]([NH:22][S:19]([CH3:18])(=[O:21])=[O:20])=[CH:24][C:25]=2[S:30](=[O:32])(=[O:31])[N:29]=1 |f:2.3,5.6|. Reported procedure: A solution of 2,5-dimethyl-2-pyrrolidin-2-yl-hexanoic acid ethyl ester (266 mg, 1.1 mmol), (7-methanesulfonylamino-1,1-dioxo-1,4-dihydro-1λ6-benzo[1,2,4]thiadiazin-3-yl)-acetic acid (367 mg, 1.1 mmol), and 1-(3-dimethylaminopropyl)-3-ethylcarbodiimide hydrochloride (274 mg, 1.43 mmol) in N,N-dimethylformamide (8 mL) was treated with N-methylmorpholine (289 mg, 2.86 mmol) and stirred for 1 h. The reaction was quenched with 1.0 M aqueous hydrochloric acid solution, extracted with ethyl acetate, dr... Starting materials: ClCCl, O=C(O)C(F)(F)F, CC(C)(C)OC(=O)c1cccc(-c2nc(-c3cccnc3)no2)c1. Yields the product O=C(O)c1cccc(-c2nc(-c3cccnc3)no2)c1. As a reaction SMILES: [CH2:32]([Cl:33])[Cl:34].[OH:25][C:26]([C:27]([F:28])([F:29])[F:30])=[O:31].[n:1]1[cH:2][c:3](-[c:7]2[n:8][o:9][c:10](-[c:12]3[cH:13][c:14]([C:15](=[O:16])[O:17][C:18]([CH3:19])([CH3:20])[CH3:21])[cH:22][cH:23][cH:24]3)[n:11]2)[cH:4][cH:5][cH:6]1>>[n:1]1[cH:2][c:3](-[c:7]2[n:8][o:9][c:10](-[c:12]3[cH:13][c:14]([C:15](=[O:16])[OH:17])[cH:22][cH:23][cH:24]3)[n:11]2)[cH:4][cH:5][cH:6]1. The reactants are 7,10-dimethoxy-5-nitro-2-(substituted)-2H[1]benzothiopyrano[4,3,2-cd]indazoles, ClC=1C=CC(=C(C1)SC1=C(C(=O)O)C(=CC=C1OC)OC)[N+](=O)[O-] (2-[(5-chloro-2-nitrophenyl)thio]-3,6-dimethoxybenzoic acid), S(=O)(Cl)Cl (thionyl chloride), ice, Cl.C(C)N(CCN1N=C2C=3C(=C(C=CC13)[N+](=O)[O-])SC1=C2C(=CC=C1OC)O)CC (2-[2-(diethylamino)-ethyl]-7-methoxy-5-nitro-2H[1]benzothiopyrano[4,3,2-cd]indazol-10-ol, hydrochloride salt), ClC1=CC=C(C=2SC3=C(C=CC(=C3C(C12)=O)O)OC)[N+](=O)[O-] (1-chloro-5-methoxy-8-hydroxy-4-nitro-9H-thioxanthen-9-one), [Al+3].[Cl-].[Cl-].[Cl-] (AlCl3). Run in C1(=CC=CC=C1)C (toluene). Run at temperature 70 celsius, time 2 hour. Yields the product C(C)N(CCN1N=C2C=3C(=C(C=CC13)[N+](=O)[O-])SC1=C2C(=CC=C1OC)OC)CC (N,N-Diethyl-7,10-dimethoxy-5-nitro-2H[1]benzothiopyrano[4,3,2-cd]indazole-2-ethanamine). Reaction SMILES: Cl.[CH2:2]([N:4]([CH2:29][CH3:30])[CH2:5][CH2:6][N:7]1[C:15]2[CH:14]=[CH:13][C:12]([N+:16]([O-:18])=[O:17])=[C:11]3[S:19][C:20]4[C:25]([O:26][CH3:27])=[CH:24][CH:23]=[C:22]([OH:28])[C:21]=4[C:9]([C:10]=23)=[N:8]1)[CH3:3].Cl[C:32]1C2C(=O)C3C(=C(OC)C=CC=3O)SC=2C([N+]([O-])=O)=CC=1.ClC1C=CC([N+]([O-])=O)=C(SC2C(OC)=CC=C(OC)C=2C(O)=O)C=1.S(Cl)(Cl)=O.[Al+3].[Cl-].[Cl-].[Cl-]>C1(C)C=CC=CC=1>[CH2:29]([N:4]([CH2:2][CH3:3])[CH2:5][CH2:6][N:7]1[C:15]2[CH:14]=[CH:13][C:12]([N+:16]([O-:18])=[O:17])=[C:11]3[S:19][C:20]4[C:25]([O:26][CH3:27])=[CH:24][CH:23]=[C:22]([O:28][CH3:32])[C:21]=4[C:9]([C:10]=23)=[N:8]1)[CH3:30] |f:0.1,5.6.7.8|. Procedure: Other 10-hydroxy-7-methoxy-, 10-methoxy-7-hydroxy-, and 7,10-dimethoxy-5-nitro-2-(substituted)-2H[1]benzothiopyrano[4,3,2-cd]indazoles can be prepared in the manner of Examples 33 through 35 and 54. One such compound is 2-[2-(diethylamino)-ethyl]-7-methoxy-5-nitro-2H[1]benzothiopyrano[4,3,2-cd]indazol-10-ol, hydrochloride salt, mp 267°-270° C. The latter compound is prepared from 1-chloro-5-methoxy-8-hydroxy-4-nitro-9H-thioxanthen-9-one which in turn is prepared as follows: A suspension of 5.8 g...